describe an organic reaction: reactants, conditions, products, and yield From a dataset of the Open Reaction Database (ORD), a public repository of structured organic reaction records. The product is CC=1C=C2C(=CNC2=CC1)CCC(=O)O (5-Methyl-1H-indole-3-propanoic Acid). Reactants: C(C=C)(=O)O (Acrylic acid), CC=1C=C2C=CNC2=CC1 (5-methyl-1H-indole), [OH-].[Na+] (sodium hydroxide). Procedure: Acrylic acid (16.5 mL, 240.6 mmol) was added to a solution of 5-methyl-1H-indole (10.5 g, 80.2 mmol) in acetic acid (20 mL) and acetic anhydride (20 mL) and the mixture was stirred at room temperature for 1 week. Aqueous sodium hydroxide (4N, 100 mL) was added and the mixture was washed with ethyl acetate. The aqueous fraction was acidified to pH 1 with hydrochloric acid (5M) and extracted with ethyl acetate. The combined organic fractions were dried (MgSO4) and the solvent was evaporated under ... As a reaction SMILES: [C:1]([OH:5])(=[O:4])[CH:2]=[CH2:3].[CH3:6][C:7]1[CH:8]=[C:9]2[C:13](=[CH:14][CH:15]=1)[NH:12][CH:11]=[CH:10]2.[OH-].[Na+]>C(O)(=O)C.C(OC(=O)C)(=O)C>[CH3:6][C:7]1[CH:8]=[C:9]2[C:13](=[CH:14][CH:15]=1)[NH:12][CH:11]=[C:10]2[CH2:3][CH2:2][C:1]([OH:5])=[O:4] |f:2.3|. Solvent: C(C)(=O)O (acetic acid), C(C)(=O)OC(C)=O (acetic anhydride). Isolated yield 42.9%. Reactants: C(\C=C(/C)\CCC=C(C)C)CC(C)=O (geranylacetone). The reagents and catalysts are [Pd] (Pd). Product: CC(C)CCCC(C)CCCC(=O)C (hexahydropseudoionone). Reaction SMILES: [CH2:1]([CH2:11][C:12](=[O:14])[CH3:13])/[CH:2]=[C:3](/[CH2:5][CH2:6][CH:7]=[C:8]([CH3:10])[CH3:9])\[CH3:4]>[Pd]>[CH3:10][CH:8]([CH2:7][CH2:6][CH2:5][CH:3]([CH2:2][CH2:1][CH2:11][C:12]([CH3:13])=[O:14])[CH3:4])[CH3:9]. Reported procedure: In analogy to the procedure and apparatus described in Example 1 but employing a 0.5% (wt./wt.) Pd on Al2O3 catalyst (DEGUSSA, E257H/D) geranylacetone was hydrogenated to produce hexahydropseudoionone. The process parameters were as stated below: Reactants: CC(C)OC(=O)/N=N/C(=O)OC(C)C (diisopropylazodicarboxylate), OC1C=C(C(C1)=O)CC1=CC(=CC=C1)OC (4-Hydroxy-2-(3-methoxybenzyl)cyclopent-2-enone), C(C)(=O)OC=C (vinyl acetate), C1(=CC=CC=C1)P(C1=CC=CC=C1)C1=CC=CC=C1 (triphenylphosphine), CC(=O)O (AcOH). The solvent is CC(=O)CC(C)C (isobutyl methyl ketone). Reaction conditions: time 8 hour. Yields the product C(C)(=O)O[C@H]1C=C(C(C1)=O)CC1=CC(=CC=C1)OC ((R)-3-(3-methoxybenzyl)-4-oxocyclopent-2-enyl acetate). The yield is 93.0%. RXN SMILES: [OH:1][CH:2]1[CH2:6][C:5](=[O:7])[C:4]([CH2:8][C:9]2[CH:14]=[CH:13][CH:12]=[C:11]([O:15][CH3:16])[CH:10]=2)=[CH:3]1.[C:17](OC=C)(=[O:19])[CH3:18].C1(P(C2C=CC=CC=2)C2C=CC=CC=2)C=CC=CC=1.CC(O)=O.CC(OC(/N=N/C(OC(C)C)=O)=O)C>CC(CC(C)C)=O>[C:17]([O:1][C@@H:2]1[CH2:6][C:5](=[O:7])[C:4]([CH2:8][C:9]2[CH:14]=[CH:13][CH:12]=[C:11]([O:15][CH3:16])[CH:10]=2)=[CH:3]1)(=[O:19])[CH3:18]. Procedure: 4-Hydroxy-2-(3-methoxybenzyl)cyclopent-2-enone (9 g, 41.26 mmol) was dissolved in isobutyl methyl ketone (90 mL), and vinyl acetate (8.4 g, 97.57 mmol) and Lipase derived from Pseudomonas cepacia (0.9 g) were added to the solution, and the mixture was stirred at room temperature overnight. The reaction mixture was filtered to remove the Lipase and the filtrate was evaporated. The resulting residue was dissolved in PhCH3 (150 ml), and triphenylphosphine (6.5 g; 24.78 mmol) and AcOH (1.61 g, 26.81...